Dataset: the Open Reaction Database (ORD), a public repository of structured organic reaction records. Task: describe an organic reaction: reactants, conditions, products, and yield Reactants: OC1CC(CCC1)OCC1=C(C(=O)OC)C(=CC=C1)C (methyl 2-(3-hydroxycyclohexyloxymethyl)-6-methylbenzoate), FC(C=1C=C(C=CC1)C=1OC(=C(N1)CI)C)(F)F (2-(3-trifluoromethylphenyl)-4-iodomethyl-5-methyloxazole). Product: FC(C=1C=C(C=CC1)C=1OC(=C(N1)COC1CC(CCC1)OCC1=C(C(=O)O)C(=CC=C1)C)C)(F)F (2-{3-[2-(3-Trifluoromethylphenyl)-5-methyloxazol-4-ylmethoxy]cyclohexyloxymethyl}-6-methylbenzoic acid). Reaction SMILES: [OH:1][CH:2]1[CH2:7][CH2:6][CH2:5][CH:4]([O:8][CH2:9][C:10]2[CH:19]=[CH:18][CH:17]=[C:16]([CH3:20])[C:11]=2[C:12]([O:14]C)=[O:13])[CH2:3]1.[F:21][C:22]([F:38])([F:37])[C:23]1[CH:24]=[C:25]([C:29]2[O:30][C:31]([CH3:36])=[C:32]([CH2:34]I)[N:33]=2)[CH:26]=[CH:27][CH:28]=1>>[F:38][C:22]([F:21])([F:37])[C:23]1[CH:24]=[C:25]([C:29]2[O:30][C:31]([CH3:36])=[C:32]([CH2:34][O:1][CH:2]3[CH2:7][CH2:6][CH2:5][CH:4]([O:8][CH2:9][C:10]4[CH:19]=[CH:18][CH:17]=[C:16]([CH3:20])[C:11]=4[C:12]([OH:14])=[O:13])[CH2:3]3)[N:33]=2)[CH:26]=[CH:27][CH:28]=1. Procedure: Using methyl 2-(3-hydroxycyclohexyloxymethyl)-6-methylbenzoate and 2-(3-trifluoromethylphenyl)-4-iodomethyl-5-methyloxazole as starting materials in the procedure of Example XXXI, gave the product 54 of molecular weight 503.52 (C27H28F3NO5), MS(ESI): 504.37 (M+H+).